This data is from the Open Reaction Database (ORD), a public repository of structured organic reaction records. The task is: describe an organic reaction: reactants, conditions, products, and yield Reactants: C(C)(C)(C)OC(=O)N1[C@H]([C@H](CC1)O[Si](C)(C)C(C)(C)C)[C@@H](C)NC1=C(C(=C(C=C1)C#N)Cl)C ((2S,3S)-1-tert-Butyloxycarbonyl-3-(tert-butyldimethylsilanyloxy)-2-[(1R)-1-(3-chloro-4-cyano-2-methylphenylamino)ethyl]pyrrolidine), C(=O)(C(F)(F)F)O (TFA). Run in C(Cl)Cl (DCM), CCOC(=O)C (EtOAc). Reaction conditions: time 10 hour. The product is [Si](C)(C)(C(C)(C)C)O[C@@H]1[C@H](NCC1)[C@@H](C)NC1=C(C(=C(C=C1)C#N)Cl)C ((2R,3S)-3-(tert-Butyldimethylsilanyloxy)-2-[(1R)-1-(3-chloro-4-cyano-2-methylphenylamino)ethyl]pyrrolidine). Yield: 93.9%. As a reaction SMILES: C(OC([N:8]1[CH2:12][CH2:11][C@H:10]([O:13][Si:14]([C:17]([CH3:20])([CH3:19])[CH3:18])([CH3:16])[CH3:15])[C@@H:9]1[C@H:21]([NH:23][C:24]1[CH:29]=[CH:28][C:27]([C:30]#[N:31])=[C:26]([Cl:32])[C:25]=1[CH3:33])[CH3:22])=O)(C)(C)C.C(O)(C(F)(F)F)=O>C(Cl)Cl.CCOC(C)=O>[Si:14]([O:13][C@H:10]1[CH2:11][CH2:12][NH:8][C@@H:9]1[C@H:21]([NH:23][C:24]1[CH:29]=[CH:28][C:27]([C:30]#[N:31])=[C:26]([Cl:32])[C:25]=1[CH3:33])[CH3:22])([C:17]([CH3:19])([CH3:20])[CH3:18])([CH3:16])[CH3:15]. Reported procedure: Intermediate 80E (36 mg, 0.073 mmol) was dissolved in DCM (900 μL) and TFA (100 μL) was added. The mixture was stirred at rt for 10 h. The reaction was diluted with EtOAc, washed with saturated sodium bicarbonate solution (3×5 mL), brine (5 mL), dried (MgSO4), filtered and concentrated to give the title compound 80F (27 mg): MS (ES) m/z 394.5 [M+H]+. The reactants are CP(C)C (trimethylphosphine), BrC=1C=CC(=C(C1)[C@]1(N=C(O[C@@H](C1)C(F)(F)F)N)C)F ((4S,6S)-4-(5-bromo-2-fluorophenyl)-4-methyl-6-(trifluoromethyl)-5,6-dihydro-4H-1,3-oxazin-2-amine), O=C1C(O)=C([O-])[C@H](O1)[C@@H](O)CO.[Na+] (sodium L-ascorbate), [N-]=[N+]=[N-].[Na+] (sodium azide), [NH4+].[Cl-] (NH4Cl), [NH4+].[Cl-] (NH4Cl), [OH-].[NH4+] (ammoniumhydroxide), CN[C@H]1[C@@H](CCCC1)NC (N,N′-dimethyl-trans-1,2-cyclohexanediamine). The reagents and catalysts are [Cu]I (copper(I) iodide). Run in CCOC(=O)C (EtOAc), C1CCOC1.O (THF water). Run at temperature 80 celsius, time 16 hour. Yields the product NC=1C=CC(=C(C1)[C@]1(N=C(O[C@@H](C1)C(F)(F)F)N)C)F ((4S,6S)-4-(5-amino-2-fluorophenyl)-4-methyl-6-(trifluoromethyl)-5,6-dihydro-4H-1,3-oxazin-2-amine). Isolated yield 87.4%. Reaction SMILES: Br[C:2]1[CH:3]=[CH:4][C:5]([F:20])=[C:6]([C@:8]2([CH3:19])[CH2:13][C@@H:12]([C:14]([F:17])([F:16])[F:15])[O:11][C:10]([NH2:18])=[N:9]2)[CH:7]=1.O=C1O[C@H]([C@H](CO)O)C([O-])=C1O.[Na+].[N-:34]=[N+]=[N-].[Na+].CN[C@@H]1CCCC[C@H]1NC.[NH4+].[Cl-].[OH-].[NH4+].CP(C)C>C1COCC1.O.[Cu]I.CCOC(C)=O>[NH2:34][C:2]1[CH:3]=[CH:4][C:5]([F:20])=[C:6]([C@:8]2([CH3:19])[CH2:13][C@@H:12]([C:14]([F:17])([F:16])[F:15])[O:11][C:10]([NH2:18])=[N:9]2)[CH:7]=1 |f:1.2,3.4,6.7,8.9,11.12|. Procedure details: A sealable vial was charged with (4S,6S)-4-(5-bromo-2-fluorophenyl)-4-methyl-6-(trifluoromethyl)-5,6-dihydro-4H-1,3-oxazin-2-amine (4h, 585 mg, 1.647 mmol), sodium L-ascorbate (Acros; 32.6 mg, 0.165 mmol), sodium azide (Aldrich; 321 mg, 4.94 mmol), and copper(I) iodide (Aldrich; 94 mg, 0.494 mmol). The vial was evacuated and backfilled with Argon. EtOH (5.0 mL) and water (2.1 mL) were added, the reaction mixture purged with Argon, and then treated with N,N′-dimethyl-trans-1,2-cyclohexanediamine ... Reactants: CC1(OCCO1)C=1N=C(SC1)CN1N=CC(=N1)N (2-[4-(2-methyl-[1,3]dioxolan-2-yl)-thiazol-2-ylmethyl]-2H-[1,2,3]triazol-4-ylamine), C1(=CC=CC=C1)C1=C(N=CO1)C(=O)O (5-phenyl-oxazole-4-carboxylic acid). Product: C(C)(=O)C=1N=C(SC1)CN1N=CC(=N1)NC(=O)C=1N=COC1C1=CC=CC=C1 (5-Phenyl-oxazole-4-carboxylic acid [2-(4-acetyl-thiazol-2-ylmethyl)-2H-[1,2,3]triazol-4-yl]-amide). Reaction SMILES: [CH3:1][C:2]1([C:7]2[N:8]=[C:9]([CH2:12][N:13]3[N:17]=[C:16]([NH2:18])[CH:15]=[N:14]3)[S:10][CH:11]=2)[O:6]CCO1.[C:19]1([C:25]2[O:29][CH:28]=[N:27][C:26]=2[C:30](O)=[O:31])[CH:24]=[CH:23][CH:22]=[CH:21][CH:20]=1>>[C:2]([C:7]1[N:8]=[C:9]([CH2:12][N:13]2[N:17]=[C:16]([NH:18][C:30]([C:26]3[N:27]=[CH:28][O:29][C:25]=3[C:19]3[CH:20]=[CH:21][CH:22]=[CH:23][CH:24]=3)=[O:31])[CH:15]=[N:14]2)[S:10][CH:11]=1)(=[O:6])[CH3:1]. Procedure details: Following general procedure A followed by B, starting from 2-[4-(2-methyl-[1,3]dioxolan-2-yl)-thiazol-2-ylmethyl]-2H-[1,2,3]triazol-4-ylamine and 5-phenyl-oxazole-4-carboxylic acid. Starting materials: COC(=O)CC1(O)CCCc2cc(S(=O)(=O)c3ccccc3)ccc21, CCOC(C)=O, Cc1ccc(S(=O)(=O)O)cc1, c1ccccc1. Product: COC(=O)C=C1CCCc2cc(S(=O)(=O)c3ccccc3)ccc21. Reaction SMILES: [CH3:1][O:2][C:3]([CH2:4][C:5]1([OH:24])[CH2:6][CH2:7][CH2:8][c:9]2[cH:10][c:11]([S:15](=[O:16])(=[O:17])[c:18]3[cH:19][cH:20][cH:21][cH:22][cH:23]3)[cH:12][cH:13][c:14]21)=[O:25].[CH3:37][CH2:38][O:39][C:40]([CH3:41])=[O:42].[c:26]1([CH3:27])[cH:28][cH:29][c:30]([S:31]([OH:32])(=[O:33])=[O:34])[cH:35][cH:36]1.[cH:43]1[cH:44][cH:45][cH:46][cH:47][cH:48]1>>[CH3:1][O:2][C:3]([CH:4]=[C:5]1[CH2:6][CH2:7][CH2:8][c:9]2[cH:10][c:11]([S:15](=[O:16])(=[O:17])[c:18]3[cH:19][cH:20][cH:21][cH:22][cH:23]3)[cH:12][cH:13][c:14]21)=[O:25]. Reactants: CCOCC, ClCCl, O=C1N(CCO)CCC1(c1ccccc1)c1ccccc1. The product is O=CCN1CCC(c2ccccc2)(c2ccccc2)C1=O. As a reaction SMILES: [CH3:25][CH2:26][O:27][CH2:28][CH3:29].[Cl:22][CH2:23][Cl:24].[OH:1][CH2:2][CH2:3][N:4]1[C:5](=[O:21])[C:6]([c:9]2[cH:10][cH:11][cH:12][cH:13][cH:14]2)([c:15]2[cH:16][cH:17][cH:18][cH:19][cH:20]2)[CH2:7][CH2:8]1>>[O:1]=[CH:2][CH2:3][N:4]1[C:5](=[O:21])[C:6]([c:9]2[cH:10][cH:11][cH:12][cH:13][cH:14]2)([c:15]2[cH:16][cH:17][cH:18][cH:19][cH:20]2)[CH2:7][CH2:8]1.